From a dataset of the Open Reaction Database (ORD), a public repository of structured organic reaction records. describe an organic reaction: reactants, conditions, products, and yield Reactants: CC(C(=O)O)C1=CC(=CC(=C1)C(F)(F)F)C(F)(F)F ((RS)-α-methyl-3,5-bis(trifluoromethyl)benzeneacetic acid), Cl.FC1=CC=C(C=C1)C1(CCC(CC1)=O)N (1-(4-fluorophenyl)-4-oxocyclohexylamine hydrochloride). Yields the product CC(C(=O)NC1(CCC(CC1)=O)C1=CC=C(C=C1)F)C1=CC(=CC(=C1)C(F)(F)F)C(F)(F)F ((RS)-α-Methyl-N-[1-(4-Fluorophenyl)-4-oxocyclohexyl]-3,5-bis(trifluoromethyl)benzeneacetamide). RXN SMILES: [CH3:1][CH:2]([C:6]1[CH:11]=[C:10]([C:12]([F:15])([F:14])[F:13])[CH:9]=[C:8]([C:16]([F:19])([F:18])[F:17])[CH:7]=1)[C:3](O)=[O:4].Cl.[F:21][C:22]1[CH:27]=[CH:26][C:25]([C:28]2([NH2:35])[CH2:33][CH2:32][C:31](=[O:34])[CH2:30][CH2:29]2)=[CH:24][CH:23]=1>>[CH3:1][CH:2]([C:6]1[CH:11]=[C:10]([C:12]([F:13])([F:15])[F:14])[CH:9]=[C:8]([C:16]([F:17])([F:18])[F:19])[CH:7]=1)[C:3]([NH:35][C:28]1([C:25]2[CH:24]=[CH:23][C:22]([F:21])=[CH:27][CH:26]=2)[CH2:29][CH2:30][C:31](=[O:34])[CH2:32][CH2:33]1)=[O:4] |f:1.2|. Reported procedure: Prepared from (RS)-α-methyl-3,5-bis(trifluoromethyl)benzeneacetic acid (Description 4) and 1-(4-fluorophenyl)-4-oxocyclohexylamine hydrochloride (Description 182) according to the method of Example 1. 1H NMR (400 MHz, CDCl3) δ 7.81 (1H, s), 7.71 (2H, s), 7.29–7.25 (2H, m), 7.01–6.96 (2H, m), 5.73 (1H, s), 3.69 (1H, q, J 7.0 Hz), 2.80–2.77 (1H, m), 2.62–2.57 (1H, m), 2.44–2.28 (6H, m), and 1.51 (3H, d, J 7.0 Hz). The reactants are COC=1C=C(C=CC1)C1CC(OC1)=O (4-(3-methoxy-phenyl)-dihydro-furan-2-one), [OH-].[Na+] (sodium hydroxide), C[Al](C)C (Trimethylaluminum), C(C1=CC=CC=C1)(C1=CC=CC=C1)=NN (benzophenone hydrazone). Solvent: ClCCl (dichloromethane), ClCCl (dichloromethane), ClCCl (dichloromethane). Run at time 30 minute. The product is C(C1=CC=CC=C1)(C1=CC=CC=C1)=NNC(CC(CO)C1=CC(=CC=C1)OC)=O (4-Hydroxy-3-(3-methoxy-phenyl)-butyric acid benzhydrylidene-hydrazide). Reaction SMILES: C[Al](C)C.[C:5](=[N:18][NH2:19])([C:12]1[CH:17]=[CH:16][CH:15]=[CH:14][CH:13]=1)[C:6]1[CH:11]=[CH:10][CH:9]=[CH:8][CH:7]=1.[CH3:20][O:21][C:22]1[CH:23]=[C:24]([CH:28]2[CH2:32][O:31][C:30](=[O:33])[CH2:29]2)[CH:25]=[CH:26][CH:27]=1.[OH-].[Na+]>ClCCl>[C:5](=[N:18][NH:19][C:30](=[O:33])[CH2:29][CH:28]([C:24]1[CH:25]=[CH:26][CH:27]=[C:22]([O:21][CH3:20])[CH:23]=1)[CH2:32][OH:31])([C:12]1[CH:13]=[CH:14][CH:15]=[CH:16][CH:17]=1)[C:6]1[CH:11]=[CH:10][CH:9]=[CH:8][CH:7]=1 |f:3.4|. Reported procedure: Trimethylaluminum (12 mL, 2 M in hexane, 24 mmol) is added dropwise to a solution of benzophenone hydrazone (1.57 g, 8 mmol) in dichloromethane (20 mL) at room temperature and under nitrogen. After the mixture is stirred for 30 min, 4-(3-methoxy-phenyl)-dihydro-furan-2-one, (1.54 g, 8 mmol) in dichloromethane (5 mL) is added. The mixture is refluxed for 5 h cooled to room temperature and diluted with dichloromethane (30 mL). The mixture is treated with 4 N sodium hydroxide (30 mL) and stirred on... Reaction SMILES: [O:1]=[C:2]([C:3](=[O:4])[OH:5])[CH2:6][CH3:7].[OH2:16].[OH:8][CH2:9][c:10]1[cH:11][cH:12][cH:13][cH:14][cH:15]1.[cH:17]1[cH:18][cH:19][cH:20][cH:21][cH:22]1>>[O:1]=[C:2]([C:3]([O:4][CH2:9][c:10]1[cH:11][cH:12][cH:13][cH:14][cH:15]1)=[O:5])[CH2:6][CH3:7]. Yields the product CCC(=O)C(=O)OCc1ccccc1. Reactants: CCC(=O)C(=O)O, O, OCc1ccccc1, c1ccccc1.